The task is: describe an organic reaction: reactants, conditions, products, and yield. This data is from the Open Reaction Database (ORD), a public repository of structured organic reaction records. Reactants: ClC1=NC=C(C(=N1)NC1=C(C(=O)NC)C=CC=C1F)Cl (2-(2,5-dichloro-pyrimidin-4-ylamino)-3-fluoro-N-methyl-benzamide), NC1=CC2=C(CCCC(N2CC)=O)C=C1 (8-amino-1-ethyl-1,3,4,5-tetrahydro-1-benzazepin-2-one), C12(C(=O)CC(CC1)C2(C)C)CS(=O)(=O)O (10-camphorsulfonic acid). The solvent is C(C)(C)O (isopropyl alcohol). Conditions: temperature 120 celsius, time 2 hour. Yields the product ClC=1C(=NC(=NC1)NC=1C=CC2=C(N(C(CCC2)=O)CC)C1)NC1=C(C(=O)NC)C=CC=C1F (2-[5-Chloro-2-(1-ethyl-2-oxo-2,3,4,5-tetrahydro-1H-benzo[b]azepin-8-ylamino)pyrimidin-4-ylamino]-3-fluoro-N-methyl-benzamide). Isolated yield 74.7%. Reaction SMILES: Cl[C:2]1[N:7]=[C:6]([NH:8][C:9]2[C:18]([F:19])=[CH:17][CH:16]=[CH:15][C:10]=2[C:11]([NH:13][CH3:14])=[O:12])[C:5]([Cl:20])=[CH:4][N:3]=1.[NH2:21][C:22]1[CH:35]=[CH:34][C:25]2[CH2:26][CH2:27][CH2:28][C:29](=[O:33])[N:30]([CH2:31][CH3:32])[C:24]=2[CH:23]=1.C12(CS(O)(=O)=O)C(C)(C)C(CC1)CC2=O>C(O)(C)C>[Cl:20][C:5]1[C:6]([NH:8][C:9]2[C:18]([F:19])=[CH:17][CH:16]=[CH:15][C:10]=2[C:11]([NH:13][CH3:14])=[O:12])=[N:7][C:2]([NH:21][C:22]2[CH:35]=[CH:34][C:25]3[CH2:26][CH2:27][CH2:28][C:29](=[O:33])[N:30]([CH2:31][CH3:32])[C:24]=3[CH:23]=2)=[N:3][CH:4]=1. Reported procedure: A microwave vessel was charged with 2-(2,5-dichloro-pyrimidin-4-ylamino)-3-fluoro-N-methyl-benzamide (57.5 mg, 0.182 mmol), 8-amino-1-ethyl-1,3,4,5-tetrahydro-1-benzazepin-2-one (44.7 mg, 0.219 mmol), 10-camphorsulfonic acid (5.0 mg, 0.022 mmol) and isopropyl alcohol (2 mL) and heated at 120° C. for 60 minutes in a microwave reactor (sealed vessel). The reaction mixture was quenched with a slurry of saturated, aqueous NaHCO3 and stirred for 2 h. The resulting precipitate was filtered, washed wit... The reactants are NC1=CC=2C3=C(C(NC2C=C1)=O)NC=C3.Cl.C(C)C(=O)O (8-amino-4-oxo-4,5-dihydro-3H-pyrrolo[2,3-c]quinoline 1-ethyl carboxylate hydrochloride), S1C(=CC=C1)S(=O)(=O)Cl (thiophene-2-sulfonyl chloride). Product: O=C1NC=2C=CC(=CC2C2=C1NC=C2)NS(=O)(=O)C=2SC=CC2.C(C)C(=O)[O-] (4-oxo-8-(thiophene-2-sulfonylamino)-4,5-dihydro-3H-pyrrolo[2,3-c]quinoline 1-ethyl carboxylate). Isolated yield 20.3%. RXN SMILES: [NH2:1][C:2]1[CH:11]=[CH:10][C:9]2[NH:8][C:7](=[O:12])[C:6]3[NH:13][CH:14]=[CH:15][C:5]=3[C:4]=2[CH:3]=1.Cl.[CH2:17]([C:19]([OH:21])=[O:20])[CH3:18].[S:22]1[CH:26]=[CH:25][CH:24]=[C:23]1[S:27](Cl)(=[O:29])=[O:28]>>[O:12]=[C:7]1[C:6]2[NH:13][CH:14]=[CH:15][C:5]=2[C:4]2[CH:3]=[C:2]([NH:1][S:27]([C:23]3[S:22][CH:26]=[CH:25][CH:24]=3)(=[O:29])=[O:28])[CH:11]=[CH:10][C:9]=2[NH:8]1.[CH2:17]([C:19]([O-:21])=[O:20])[CH3:18] |f:0.1.2,4.5|. Procedure: This compound is prepared according to synthesis 43, from 60 mg (0.20 mmol) of 8-amino-4-oxo-4,5-dihydro-3H-pyrrolo[2,3-c]quinoline-1-ethyl carboxylate hydrochloride (synthesis 64) and 39 mg (0.21 mmol) of thiophene-2-sulfonyl chloride. After recrystallization from methanol, 17 mg (21%) of 4-oxo-8-(thiophene-2-sulfonylamino)-4,5-dihydro-3H-pyrrolo[2,3-c]quinoline-1-ethyl carboxylate is obtained in the form of a light brown solid. Starting materials: C1CCNCC1, O=[N+]([O-])c1cccc(F)c1, O. Yields the product O=[N+]([O-])c1cccc(N2CCCCC2)c1. Reaction SMILES: [CH2:11]1[CH2:12][CH2:13][NH:14][CH2:15][CH2:16]1.[F:1][c:2]1[cH:3][c:4]([N+:8](=[O:9])[O-:10])[cH:5][cH:6][cH:7]1.[OH2:17]>>[c:2]1([N:14]2[CH2:13][CH2:12][CH2:11][CH2:16][CH2:15]2)[cH:3][c:4]([N+:8](=[O:9])[O-:10])[cH:5][cH:6][cH:7]1.